Dataset: the Open Reaction Database (ORD), a public repository of structured organic reaction records. Task: describe an organic reaction: reactants, conditions, products, and yield Starting materials: C(C)(C)(C)C1=CC=C(N)C=C1 (4-tert-butylaniline), CC(=O)C=C (methyl vinylketone), ClC(=O)Cl (chloroketone), COC=1C=C(C=CC1N1C=NC(=C1)C)NC(=S)N ([3-methoxy-4-(4-methyl-imidazol-1-yl)-phenyl]-thiourea). The product is C(C)(C)(C)C1=CC=C(CC2=C(N=C(S2)NC2=CC(=C(C=C2)N2C=NC(=C2)C)OC)C)C=C1 ([5-(4-tert-Butyl-benzyl)-4-methyl-thiazol-2-yl]-[3-methoxy-4-(4-methyl-imidazol-1-yl)-phenyl]-amine). RXN SMILES: [C:1]([C:5]1[CH:11]=[CH:10][C:8](N)=[CH:7][CH:6]=1)([CH3:4])([CH3:3])[CH3:2].[CH3:12][C:13]([CH:15]=[CH2:16])=O.ClC(Cl)=O.[CH3:21][O:22][C:23]1[CH:24]=[C:25]([NH:35][C:36]([NH2:38])=[S:37])[CH:26]=[CH:27][C:28]=1[N:29]1[CH:33]=[C:32]([CH3:34])[N:31]=[CH:30]1>>[C:1]([C:5]1[CH:11]=[CH:10][C:8]([CH2:12][C:13]2[S:37][C:36]([NH:35][C:25]3[CH:26]=[CH:27][C:28]([N:29]4[CH:33]=[C:32]([CH3:34])[N:31]=[CH:30]4)=[C:23]([O:22][CH3:21])[CH:24]=3)=[N:38][C:15]=2[CH3:16])=[CH:7][CH:6]=1)([CH3:4])([CH3:3])[CH3:2]. Reported procedure: The title compound was prepared in analogy to example 7 without purification of the intermediate from 149 mg (1 mmol) 4-tert-butylaniline and 421 mg (6 mmol) methyl vinylketone. The crude chloroketone was used without further purification in the next step with 53 mg (0.2 mmol) [3-methoxy-4-(4-methyl-imidazol-1-yl)-phenyl]-thiourea. The crude product was purified on silica gel with methylene chloride/methanol 19/1 yielding 45 mg (50%) of [5-(4-tert-butyl-benzyl)-4-methyl-thiazol-2-yl]-[3-methoxy-... Starting materials: C=CCC1CC(c2cccc(Cl)c2)C(c2ccc(Cl)cc2)N(C(C=O)CC)C1=O, C1CCOC1, C[Si](C)(C)C(F)(F)F, CCCC[N+](CCCC)(CCCC)CCCC, CCOC(C)=O, [F-]. Product: C=CCC1CC(c2cccc(Cl)c2)C(c2ccc(Cl)cc2)N(C(CC)C(O)C(F)(F)F)C1=O. RXN SMILES: [CH2:1]([CH:2]=[CH2:3])[CH:4]1[C:5](=[O:29])[N:6]([CH:24]([CH:25]=[O:26])[CH2:27][CH3:28])[CH:7]([c:17]2[cH:18][cH:19][c:20]([Cl:23])[cH:21][cH:22]2)[CH:8]([c:10]2[cH:11][c:12]([Cl:16])[cH:13][cH:14][cH:15]2)[CH2:9]1.[CH2:62]1[O:63][CH2:64][CH2:65][CH2:66]1.[CH3:30][Si:31]([C:32]([F:33])([F:34])[F:35])([CH3:36])[CH3:37].[CH3:39][CH2:40][CH2:41][CH2:42][N+:43]([CH2:44][CH2:45][CH2:46][CH3:47])([CH2:48][CH2:49][CH2:50][CH3:51])[CH2:52][CH2:53][CH2:54][CH3:55].[CH3:56][CH2:57][O:58][C:59]([CH3:60])=[O:61].[F-:38]>>[CH2:1]([CH:2]=[CH2:3])[CH:4]1[C:5](=[O:29])[N:6]([CH:24]([CH:25]([OH:26])[C:32]([F:33])([F:34])[F:35])[CH2:27][CH3:28])[CH:7]([c:17]2[cH:18][cH:19][c:20]([Cl:23])[cH:21][cH:22]2)[CH:8]([c:10]2[cH:11][c:12]([Cl:16])[cH:13][cH:14][cH:15]2)[CH2:9]1.